From a dataset of the Open Reaction Database (ORD), a public repository of structured organic reaction records. describe an organic reaction: reactants, conditions, products, and yield The reactants are FC1=C(C(=CC=C1)F)N1C(C=CC2=C1N=C(N=C2C=2C=C(C(=O)O)C=CC2C)SC)=O (3-[8-(2,6-difluorophenyl)-2-(methylthio)-7-oxo-7,8-dihydropyrido[2,3-d]pyrimidin-4-yl]-4-methylbenzoic acid), NCCNC ((2-aminoethyl)methylamine), C1(=CC=CC=C1)CCN (2-phenylethanamine), amide. Product: FC1=C(C(=CC=C1)F)N1C(C=CC2=C1N=C(N=C2C=2C=C(C(=O)NCCC1=CC=CC=C1)C=CC2C)NCCNC)=O (3-(8-(2,6-difluorophenyl)-2-{[2-(methylamino)ethyl]amino}-7-oxo-7,8-dihydropyrido[2,3-d]pyrimidin-4-yl)-4-methyl-N-(2-phenylethyl)benzamide). As a reaction SMILES: [F:1][C:2]1[CH:7]=[CH:6][CH:5]=[C:4]([F:8])[C:3]=1[N:9]1[C:14]2[N:15]=[C:16](SC)[N:17]=[C:18]([C:19]3[CH:20]=[C:21]([CH:25]=[CH:26][C:27]=3[CH3:28])[C:22]([OH:24])=O)[C:13]=2[CH:12]=[CH:11][C:10]1=[O:31].[C:32]1([CH2:38][CH2:39][NH2:40])[CH:37]=[CH:36][CH:35]=[CH:34][CH:33]=1.[NH2:41][CH2:42][CH2:43][NH:44][CH3:45]>>[F:8][C:4]1[CH:5]=[CH:6][CH:7]=[C:2]([F:1])[C:3]=1[N:9]1[C:14]2[N:15]=[C:16]([NH:41][CH2:42][CH2:43][NH:44][CH3:45])[N:17]=[C:18]([C:19]3[CH:20]=[C:21]([CH:25]=[CH:26][C:27]=3[CH3:28])[C:22]([NH:40][CH2:39][CH2:38][C:32]3[CH:37]=[CH:36][CH:35]=[CH:34][CH:33]=3)=[O:24])[C:13]=2[CH:12]=[CH:11][C:10]1=[O:31]. Reported procedure: The title compound is prepared from 3-[8-(2,6-difluorophenyl)-2-(methylthio)-7-oxo-7,8-dihydropyrido[2,3-d]pyrimidin-4-yl]-4-methylbenzoic acid by following the procedures in Example 19 using 2-phenylethanamine for the amide formation and (2-aminoethyl)methylamine for the displacement reaction: LC-MS m/z 569 (M+H)+, 1.69 min (ret time). Starting materials: N#Cc1ccc2oc(-c3ccc(N)cc3)nc2c1, CC(C)(C)OC(=O)N1CCC(OCC=O)CC1. Product: CC(C)(C)OC(=O)N1CCC(OCCNc2ccc(-c3nc4cc(C#N)ccc4o3)cc2)CC1. Reaction SMILES: [NH2:1][c:2]1[cH:3][cH:4][c:5](-[c:8]2[o:9][c:10]3[c:11]([n:12]2)[cH:13][c:14]([C:17]#[N:18])[cH:15][cH:16]3)[cH:6][cH:7]1.[O:19]=[CH:20][CH2:21][O:22][CH:23]1[CH2:24][CH2:25][N:26]([C:29](=[O:30])[O:31][C:32]([CH3:33])([CH3:34])[CH3:35])[CH2:27][CH2:28]1>>[NH:1]([c:2]1[cH:3][cH:4][c:5](-[c:8]2[o:9][c:10]3[c:11]([n:12]2)[cH:13][c:14]([C:17]#[N:18])[cH:15][cH:16]3)[cH:6][cH:7]1)[CH2:20][CH2:21][O:22][CH:23]1[CH2:24][CH2:25][N:26]([C:29](=[O:30])[O:31][C:32]([CH3:33])([CH3:34])[CH3:35])[CH2:27][CH2:28]1. Product: C(C)(C)(C)OC(=O)N([C@H](C)C1=CC=CC2=CC=CC=C12)CC1C(CN(CC1)C(=O)C1=CC=C(C(=O)O)C=C1)C1=CC=CC=C1 (4-{[4-({(tert-butoxycarbonyl)[(1R)-1-(1-naphthyl)ethyl]amino}methyl)-3-phenylpiperidin-1-yl]carbonyl}benzoic acid). Run at time 8 hour. The solvent is CO (methanol). RXN SMILES: [C:1]([O:5][C:6]([N:8]([CH2:21][CH:22]1[CH2:27][CH2:26][N:25]([C:28]([C:30]2[CH:39]=[CH:38][C:33]([C:34]([O:36]C)=[O:35])=[CH:32][CH:31]=2)=[O:29])[CH2:24][CH:23]1[C:40]1[CH:45]=[CH:44][CH:43]=[CH:42][CH:41]=1)[C@@H:9]([C:11]1[C:20]2[C:15](=[CH:16][CH:17]=[CH:18][CH:19]=2)[CH:14]=[CH:13][CH:12]=1)[CH3:10])=[O:7])([CH3:4])([CH3:3])[CH3:2].C1COCC1.[OH-].[Na+].Cl>CO>[C:1]([O:5][C:6]([N:8]([CH2:21][CH:22]1[CH2:27][CH2:26][N:25]([C:28]([C:30]2[CH:31]=[CH:32][C:33]([C:34]([OH:36])=[O:35])=[CH:38][CH:39]=2)=[O:29])[CH2:24][CH:23]1[C:40]1[CH:41]=[CH:42][CH:43]=[CH:44][CH:45]=1)[C@@H:9]([C:11]1[C:20]2[C:15](=[CH:16][CH:17]=[CH:18][CH:19]=2)[CH:14]=[CH:13][CH:12]=1)[CH3:10])=[O:7])([CH3:2])([CH3:3])[CH3:4] |f:2.3|. The reactants are Cl (hydrochloric acid), C(C)(C)(C)OC(=O)N([C@H](C)C1=CC=CC2=CC=CC=C12)CC1C(CN(CC1)C(=O)C1=CC=C(C(=O)OC)C=C1)C1=CC=CC=C1 (methyl 4-{[4-({(tert-butoxycarbonyl)[(1R)-1-(1-naphthyl)ethyl]amino}methyl)-3-phenylpiperidin-1-yl]carbonyl}benzoate), C1CCOC1 (THF), [OH-].[Na+] (sodium hydroxide). Procedure: To 55 mg of methyl 4-{[4-({(tert-butoxycarbonyl)[(1R)-1-(1-naphthyl)ethyl]amino}methyl)-3-phenylpiperidin-1-yl]carbonyl}benzoate were added 2.0 mL of THF, 1.0 mL of methanol, and 1.00 mL of a 1 M aqueous sodium hydroxide solution, followed by stirring at room temperature overnight. It was neutralized by addition of 1.1 mL of 1 M hydrochloric acid, and then extracted with chloroform, and the organic layer was dried over anhydrous sodium sulfate. After filtration, the filtrate was concentrated und... The reactants are C1(CC1)OC=1C=C(C=CC1OC(F)F)C1=C(C2=C(C=NN(C2=O)COCC[Si](C)(C)C)N1COCC[Si](C)(C)C)CCC1=CC=CC=C1 (2-(3-cyclopropoxy-4-difluoromethoxyphenyl)-3-phenethyl-1,5-bis(2-trimethylsilylethoxymethyl)-1,5-dihydropyrrolo[2,3-d]pyridazin-4-one), C1(CC1)OC=1C=C(C=CC1OC(F)F)C1=C(C2=C(C=NN(C2=O)COCC[Si](C)(C)C)N1COCC[Si](C)(C)C)C (2-(3-cyclopropoxy-4-difluoromethoxyphenyl)-3-methyl-1,5-bis(2-trimethylsilylethoxymethyl)-1,5-dihydropyrrolo[2,3-d]pyridazin-4-one). Yields the product C1(CC1)OC=1C=C(C=CC1OC(F)F)C1=C(C2=C(C=NN(C2=O)COCC[Si](C)(C)C)N1)CCC1=CC=CC=C1 (2-(3-cyclopropoxy-4-difluoromethoxyphenyl)-3-phenethyl-5-(2-trimethylsilylethoxymethyl)-1,5-dihydropyrrolo[2,3-d]pyridazin-4-one). Yield: 88.2%. RXN SMILES: [CH:1]1([O:4][C:5]2[CH:6]=[C:7]([C:15]3[N:32](COCC[Si](C)(C)C)[C:18]4[CH:19]=[N:20][N:21]([CH2:24][O:25][CH2:26][CH2:27][Si:28]([CH3:31])([CH3:30])[CH3:29])[C:22](=[O:23])[C:17]=4[C:16]=3[CH2:41][CH2:42][C:43]3[CH:48]=[CH:47][CH:46]=[CH:45][CH:44]=3)[CH:8]=[CH:9][C:10]=2[O:11][CH:12]([F:14])[F:13])[CH2:3][CH2:2]1.C1(OC2C=C(C3N(COCC[Si](C)(C)C)C4C=NN(COCC[Si](C)(C)C)C(=O)C=4C=3C)C=CC=2OC(F)F)CC1>>[CH:1]1([O:4][C:5]2[CH:6]=[C:7]([C:15]3[NH:32][C:18]4[CH:19]=[N:20][N:21]([CH2:24][O:25][CH2:26][CH2:27][Si:28]([CH3:31])([CH3:30])[CH3:29])[C:22](=[O:23])[C:17]=4[C:16]=3[CH2:41][CH2:42][C:43]3[CH:44]=[CH:45][CH:46]=[CH:47][CH:48]=3)[CH:8]=[CH:9][C:10]=2[O:11][CH:12]([F:14])[F:13])[CH2:2][CH2:3]1. Procedure details: Reaction and post treatment were carried out in the same manner as in Example 4-(b) except for using 509 mg (0.729 mmol) of 2-(3-cyclopropoxy-4-difluoromethoxyphenyl)-3-phenethyl-1,5-bis(2-trimethylsilylethoxymethyl)-1,5-dihydropyrrolo[2,3-d]pyridazin-4-one obtained in Example 21-(a) in place of 2-(3-cyclopropoxy-4-difluoromethoxyphenyl)-3-methyl-1,5-bis(2-trimethylsilylethoxymethyl)-1,5-dihydropyrrolo[2,3-d]pyridazin-4-one, whereby 365 mg of the title compound was obtained as a pale yellowish f... The reactants are CCOC(C)=O, CC[S-], CO, COc1ccccc1NC(=O)CC(=O)Nc1ccc(Oc2ccnc3cc(-c4cccc(OCCCCl)c4)sc23)c(F)c1, [O-][I+3]([O-])([O-])[O-], [Na+], [Na+], CN(C)C=O, O. Product: CCS(=O)CCCOc1cccc(-c2cc3nccc(Oc4ccc(NC(=O)CC(=O)Nc5ccccc5OC)cc4F)c3s2)c1. RXN SMILES: [C:50]([O:51][CH2:53][CH3:54])(=[O:52])[CH3:55].[CH2:44]([CH3:45])[S-:46].[CH3:48][OH:49].[Cl:1][CH2:2][CH2:3][CH2:4][O:5][c:6]1[cH:7][c:8](-[c:12]2[cH:13][c:14]3[n:15][cH:16][cH:17][c:18]([O:21][c:22]4[c:23]([F:43])[cH:24][c:25]([NH:28][C:29]([CH2:30][C:31](=[O:32])[NH:33][c:34]5[c:35]([O:40][CH3:41])[cH:36][cH:37][cH:38][cH:39]5)=[O:42])[cH:26][cH:27]4)[c:19]3[s:20]2)[cH:9][cH:10][cH:11]1.[I+3:56]([O-:57])([O-:58])([O-:59])[O-:60].[Na+:47].[Na+:61].[O:62]=[CH:63][N:64]([CH3:65])[CH3:66].[OH2:67]>>[CH2:2]([CH2:3][CH2:4][O:5][c:6]1[cH:7][c:8](-[c:12]2[cH:13][c:14]3[n:15][cH:16][cH:17][c:18]([O:21][c:22]4[c:23]([F:43])[cH:24][c:25]([NH:28][C:29]([CH2:30][C:31](=[O:32])[NH:33][c:34]5[c:35]([O:40][CH3:41])[cH:36][cH:37][cH:38][cH:39]5)=[O:42])[cH:26][cH:27]4)[c:19]3[s:20]2)[cH:9][cH:10][cH:11]1)[S:46]([CH2:44][CH3:45])=[O:52]. Starting materials: C(C)OC(=O)N1[C@H]([C@@H](CC1)CCO)C(=O)OCC (trans 1-ethoxycarbonyl-2-ethoxycarbonylpyrrolidine-3-ethanol), [Cr](=O)(=O)([O-])Cl.[NH+]1=CC=CC=C1 (pyridinium chlorochromate). Run in C(Cl)Cl (methylene chloride). Product: C(C)OC(=O)N1[C@H]([C@@H](CC1)CC=O)C(=O)OCC (trans 1-ethoxycarbonyl-2-ethoxycarbonylpyrrolidine-3-acetaldehyde). RXN SMILES: [CH2:1]([O:3][C:4]([N:6]1[CH2:10][CH2:9][C@@H:8]([CH2:11][CH2:12][OH:13])[C@@H:7]1[C:14]([O:16][CH2:17][CH3:18])=[O:15])=[O:5])[CH3:2].[Cr](Cl)([O-])(=O)=O.[NH+]1C=CC=CC=1>C(Cl)Cl>[CH2:1]([O:3][C:4]([N:6]1[CH2:10][CH2:9][C@@H:8]([CH2:11][CH:12]=[O:13])[C@@H:7]1[C:14]([O:16][CH2:17][CH3:18])=[O:15])=[O:5])[CH3:2] |f:1.2|. Reported procedure: A solution of 0.991 g of trans 1-ethoxycarbonyl-2-ethoxycarbonylpyrrolidine-3-ethanol and 1.24 g pyridinium chlorochromate in 20 ml of methylene chloride is stirred under nitrogen for 4 hours. Mixture is filtered and purified by flash chromatography using ethyl acetate/hexane (1:1) to yield trans 1-ethoxycarbonyl-2-ethoxycarbonylpyrrolidine-3-acetaldehyde.